From a dataset of the Open Reaction Database (ORD), a public repository of structured organic reaction records. describe an organic reaction: reactants, conditions, products, and yield The reactants are Cl (hydrochloric acid), tetrakis-triphenylphosphine palladium-(O), ClC1=CC=C(C(=O)N2C(=C(C3=CC(=CC=C23)OC)CC(=O)OCC(=O)OCC=C)C)C=C1 (Allyl 1-(4-chlorobenzoyl)-5-methoxy-2-methyl-3-indoleacetoxyacetate), N1CCCCC1 (piperidine). Run in O1CCCC1 (tetrahydrofuran). Reaction conditions: time 2 hour. Yields the product CC1=C(C=2C=C(C=CC2N1C(=O)C=3C=CC(=CC3)Cl)OC)CC(=O)OCC(=O)O (Acemetacin). Reaction SMILES: [Cl:1][C:2]1[CH:32]=[CH:31][C:5]([C:6]([N:8]2[C:16]3[C:11](=[CH:12][C:13]([O:17][CH3:18])=[CH:14][CH:15]=3)[C:10]([CH2:19][C:20]([O:22][CH2:23][C:24]([O:26]CC=C)=[O:25])=[O:21])=[C:9]2[CH3:30])=[O:7])=[CH:4][CH:3]=1.N1CCCCC1.Cl>O1CCCC1>[CH3:30][C:9]1[N:8]([C:6]([C:5]2[CH:31]=[CH:32][C:2]([Cl:1])=[CH:3][CH:4]=2)=[O:7])[C:16]2[CH:15]=[CH:14][C:13]([O:17][CH3:18])=[CH:12][C:11]=2[C:10]=1[CH2:19][C:20]([O:22][CH2:23][C:24]([OH:26])=[O:25])=[O:21]. Procedure: 0.003 mole of tetrakis-triphenylphosphine-palladium-(O) is added to 0.03 mole of acemetacin allyl ester in 50 ml of tetrahydrofuran, under nitrogen. 0.3 mole of piperidine is added dropwise at 20°-25° C., with stirring, and stirring is then continued for 2 hours at room temperature (check by thin layer chromatography). 200 ml of half-concentrated hydrochloric acid are added dropwise with cooling, the phases are separated off, the aqueous phase is extracted twice with methylene chloride and the c...